describe an organic reaction: reactants, conditions, products, and yield From a dataset of the Open Reaction Database (ORD), a public repository of structured organic reaction records. Starting materials: COC(=O)C=1C(=NC(=C(C1C1=CC=C(C=C1)F)CC=O)C(C)C)C(C)C (Methyl-2,6-diisopropyl-4-(4-fluorophenyl)-5-(2-oxoethyl)-3-pyridinecarboxylate), [Br-].C(C1=CC=CC=C1)[P+](C1=CC=CC=C1)(C1=CC=CC=C1)C1=CC=CC=C1.[NH2-].[Na+] (benzyl triphenylphosphonium bromide sodium amide). The solvent is C(C)(=O)OCC.CCCCCC (ethyl acetate hexane). Product: C(C)(C)C1=NC(=C(C(=C1CO)C1=CC=C(C=C1)F)CC=CC1=CC=CC=C1)C(C)C (2,6-Diisopropyl-3-hydroxymethyl-4-(4-fluorophenyl)-5-(3-phenyl-2-propenyl)pyridine). As a reaction SMILES: C[O:2][C:3]([C:5]1[C:6]([CH:24]([CH3:26])[CH3:25])=[N:7][C:8]([CH:21]([CH3:23])[CH3:22])=[C:9]([CH2:18][CH:19]=O)[C:10]=1[C:11]1[CH:16]=[CH:15][C:14]([F:17])=[CH:13][CH:12]=1)=O.[Br-].[CH2:28]([P+](C1C=CC=CC=1)(C1C=CC=CC=1)C1C=CC=CC=1)[C:29]1[CH:34]=[CH:33][CH:32]=[CH:31][CH:30]=1.[NH2-].[Na+]>C(OCC)(=O)C.CCCCCC>[CH:24]([C:6]1[C:5]([CH2:3][OH:2])=[C:10]([C:11]2[CH:16]=[CH:15][C:14]([F:17])=[CH:13][CH:12]=2)[C:9]([CH2:18][CH:19]=[CH:28][C:29]2[CH:34]=[CH:33][CH:32]=[CH:31][CH:30]=2)=[C:8]([CH:21]([CH3:22])[CH3:23])[N:7]=1)([CH3:26])[CH3:25] |f:1.2.3.4,5.6|. Procedure: The title compound was prepared from the intermediate obtained in Step A and benzyl triphenylphosphonium bromide/sodium amide according to the procedures described in Example 1, Steps F-G. The product was obtained as a 6:4 mixture of trans:cis isomers. 1H NMR (300 MHz, CDCl3): δ 7.19 (m, 8 H), 6.96 (m, 1 H), 6.32 (d, J=11 Hz, 0.4 H), 6.09 (dt, J=5.5, 16 Hz, 0.6 H), 5.96 (d, J=16 Hz, 0.6 H), 5.45 (dt, J=7, 11 Hz, 0.4 H), 4.37 (d, J=5 Hz, 1.25 H), 4.33 (d, J=5.5 Hz, 0.75 H), 3.41 (m, 1.6 H), 3.25 ... Starting materials: CCN(CC)C(=O)c1ccc(C(=O)c2cccc(OC)c2)cc1, BrC1CC1, [Cl-], [Mg], [NH4+], C1CCOC1. The product is CCN(CC)C(=O)c1ccc(C(=CCCBr)c2cccc(OC)c2)cc1. As a reaction SMILES: [CH2:6]([CH3:7])[N:8]([C:9](=[O:10])[c:11]1[cH:12][cH:13][c:14]([C:15](=[O:16])[c:17]2[cH:18][c:19]([O:23][CH3:24])[cH:20][cH:21][cH:22]2)[cH:25][cH:26]1)[CH2:27][CH3:28].[CH:1]1([Br:4])[CH2:2][CH2:3]1.[Cl-:29].[Mg:5].[NH4+:30].[O:31]1[CH2:32][CH2:33][CH2:34][CH2:35]1>>[CH2:1]([CH2:2][CH:3]=[C:15]([c:14]1[cH:13][cH:12][c:11]([C:9]([N:8]([CH2:6][CH3:7])[CH2:27][CH3:28])=[O:10])[cH:26][cH:25]1)[c:17]1[cH:18][c:19]([O:23][CH3:24])[cH:20][cH:21][cH:22]1)[Br:4].